From a dataset of the Open Reaction Database (ORD), a public repository of structured organic reaction records. describe an organic reaction: reactants, conditions, products, and yield Starting materials: CCO[Si](OCC)(OCC)c1ccccc1 (effective_coupling_partner), COc2ccc1cc(OC(=O)N(C)C)ccc1c2 (substrate). The reagents and catalysts are dcype. Conditions: temperature 120 celsius, time 12 hour. Yields the product COc3ccc2cc(c1ccccc1)ccc2c3. Starting materials: C(C1=CC=CC=C1)Br (Benzyl bromide), O (water), OC1=C(C=CC=C1)CC(=O)OC (Methyl (2-hydroxyphenyl)acetate), C([O-])([O-])=O.[K+].[K+] (potassium carbonate). The solvent is CN(C)C=O (DMF), CN(C)C=O (DMF). Yields the product C(C1=CC=CC=C1)OC1=C(C=CC=C1)CC(=O)OC (methyl 2-benzyloxyphenylacetate). The yield is 83.0%. Reaction SMILES: [OH:1][C:2]1[CH:7]=[CH:6][CH:5]=[CH:4][C:3]=1[CH2:8][C:9]([O:11][CH3:12])=[O:10].C(=O)([O-])[O-].[K+].[K+].[CH2:19](Br)[C:20]1[CH:25]=[CH:24][CH:23]=[CH:22][CH:21]=1.O>CN(C=O)C>[CH2:19]([O:1][C:2]1[CH:7]=[CH:6][CH:5]=[CH:4][C:3]=1[CH2:8][C:9]([O:11][CH3:12])=[O:10])[C:20]1[CH:25]=[CH:24][CH:23]=[CH:22][CH:21]=1 |f:1.2.3|. Procedure: Methyl (2-hydroxyphenyl)acetate (21.0 g) was dissolved in DMF (200 ml), and potassium carbonate (19.35 g) was added in one portion. Benzyl bromide (23.94 g) in DMF (50 ml) was added dropwise to this mixture, with stirring, at room temperature. After eighteen hours the mixture was poured into water (500 ml) and extracted with ether (2×400 ml). The extracts were washed with water (3×150 ml) and brine (100 ml), dried and filtered through silica gel (50 g; Merck 60), then concentrated under reduced ... The reactants are CO, O=C(CNC(=O)c1cccc(C(F)(F)F)c1)NC1CN(C2CC=C(c3ccc4c(c3)OCO4)CC2)C1. The product is O=C(CNC(=O)c1cccc(C(F)(F)F)c1)NC1CN(C2CCC(c3ccc4c(c3)OCO4)CC2)C1. As a reaction SMILES: [CH3:37][OH:38].[O:1]1[CH2:2][O:3][c:4]2[c:5]1[cH:6][cH:7][c:8]([C:10]1=[CH:11][CH2:12][CH:13]([N:16]3[CH2:17][CH:18]([NH:20][C:21](=[O:22])[CH2:23][NH:24][C:25]([c:26]4[cH:27][c:28]([C:32]([F:33])([F:34])[F:35])[cH:29][cH:30][cH:31]4)=[O:36])[CH2:19]3)[CH2:14][CH2:15]1)[cH:9]2>>[O:1]1[CH2:2][O:3][c:4]2[c:5]1[cH:6][cH:7][c:8]([CH:10]1[CH2:11][CH2:12][CH:13]([N:16]3[CH2:17][CH:18]([NH:20][C:21](=[O:22])[CH2:23][NH:24][C:25]([c:26]4[cH:27][c:28]([C:32]([F:33])([F:34])[F:35])[cH:29][cH:30][cH:31]4)=[O:36])[CH2:19]3)[CH2:14][CH2:15]1)[cH:9]2. The reactants are N=1OC(=C2COCC[N+]21)[O-] (6,7-dihydro-4H-[1,2,3]oxadiazolo[4,3-c][1,4]oxazin-8-ium-3-olate), C(C#C)(=O)OCC (ethyl propiolate), C(C#C)(=O)OCC (ethyl propiolate). The solvent is CC=1C=CC=CC1C (o-xylene). Reaction conditions: temperature 140 celsius, time 3 hour. Yields the product N1=C(C=C2COCCN21)C(=O)OCC (Ethyl 6,7-dihydro-4H-pyrazolo[5,1-c][1,4]oxazine-2-carboxylate). Isolated yield 87.1%. Reaction SMILES: [N:1]1O[C:3]([O-])=[C:4]2[N+:9]=1[CH2:8][CH2:7][O:6][CH2:5]2.[C:11]([O:15][CH2:16][CH3:17])(=[O:14])[C:12]#C>CC1C=CC=CC=1C>[N:1]1[N:9]2[C:4]([CH2:5][O:6][CH2:7][CH2:8]2)=[CH:3][C:12]=1[C:11]([O:15][CH2:16][CH3:17])=[O:14]. Procedure details: To a partial solution of 6,7-dihydro-4H-[1,2,3]oxadiazolo[4,3-c][1,4]oxazin-8-ium-3-olate (3.41 g, 24 mmol) in o-xylene (80 ml), was added ethyl propiolate (2.7 ml, 26 mmol). The mixture was stirred at 140° C. for 3 hr. An additional 2.0 ml (19 mmol) of ethyl propiolate was then added and the mixture was stirred at reflux for 18 hr. The final solution was evaporated under vacuum, and the residue was dissolved in a mixture of methylene chloride and hexanes (1:5). The solution was passed through a... Starting materials: CN(C)CCC1=NN=C2N1C1=C(C(OC2)C2=C(C=CC=C2)Cl)C=C(C=C1)Cl (1-[2-(N,N-dimethylamino)ethyl]-6-(2-chlorophenyl)-8-chloro-4H,6H-(1,2,4)triazolo[4,3-a][4,1]benzoxazepine). Run in C(C)(=O)O (acetic acid). Yields the product CN(C)CCCC1=NN=C2N1C1=C(C(OC2)C2=C(C=CC=C2)Cl)C=C(C=C1)Cl (1-(N,N-dimethylaminopropyl)-6-(2-chlorophenyl)-8-chloro-4H,6H-(1,2,4)triazolo[4,3-a][4,1]benzoxazepine). As a reaction SMILES: CN(CC[C:6]1[N:10]2[C:11]3[CH:26]=[CH:25][C:24]([Cl:27])=[CH:23][C:12]=3[CH:13]([C:16]3[CH:21]=[CH:20][CH:19]=[CH:18][C:17]=3[Cl:22])[O:14][CH2:15][C:9]2=[N:8][N:7]=1)C>C(O)(=O)C>[CH3:9][N:10]([CH2:11][CH2:12][CH2:13][C:6]1[N:10]2[C:11]3[CH:26]=[CH:25][C:24]([Cl:27])=[CH:23][C:12]=3[CH:13]([C:16]3[CH:21]=[CH:20][CH:19]=[CH:18][C:17]=3[Cl:22])[O:14][CH2:15][C:9]2=[N:8][N:7]=1)[CH3:6]. Reported procedure: Compound 28 is dissolved in acetic acid (10 ml), refluxed under heating for 3 hours, and concentrated under reduced pressure. The residue is neutralized with an aqueous solution of sodium hydrogencarbonate and extracted with chloroform. The chloroform layer is washed with water, dried, and concentrated. The residue is treated on column chromatography (silica gel/methanol) to give crystalline Compound 29 (0.55 g), which is recrystallized from ethyl acetate. The reactants are C(C1=CC=CC=C1)OC=1C(=NC=C(C(=O)OC)C1)C1=C(C=CC(=C1)OC)F (methyl 5-(benzyloxy)-6-(2-fluoro-5-methoxyphenyl)nicotinate). The reagents and catalysts are [Pd] (palladium-activated carbon). The solvent is C(C)(=O)OCC (ethyl acetate). Conditions: time 20 hour. Yields the product FC1=C(C=C(C=C1)OC)C1=NC=C(C(=O)OC)C=C1O (methyl 6-(2-fluoro-5-methoxyphenyl)-5-hydroxynicotinate). The yield is 88.3%. Reaction SMILES: C([O:8][C:9]1[C:10]([C:19]2[CH:24]=[C:23]([O:25][CH3:26])[CH:22]=[CH:21][C:20]=2[F:27])=[N:11][CH:12]=[C:13]([CH:18]=1)[C:14]([O:16][CH3:17])=[O:15])C1C=CC=CC=1>C(OCC)(=O)C.[Pd]>[F:27][C:20]1[CH:21]=[CH:22][C:23]([O:25][CH3:26])=[CH:24][C:19]=1[C:10]1[C:9]([OH:8])=[CH:18][C:13]([C:14]([O:16][CH3:17])=[O:15])=[CH:12][N:11]=1. Procedure: Under a nitrogen atmosphere, to a solution of methyl 5-(benzyloxy)-6-(2-fluoro-5-methoxyphenyl)nicotinate (1.50 g) in ethyl acetate (20 mL) was added 10% palladium-activated carbon (433 mg) and the mixture was stirred under a hydrogen atmosphere at room temperature for 20 hr. The reaction mixture was filtered through celite, and the filtrate was concentrated under reduced pressure to give the title compound (1.00 g) as a yellow solid. This compound was used for the next step without further puri... The reactants are N([C@@H](C(C)C)C(=O)N[C@@H](CCC(N)=O)C(=O)O)C(=O)OCC1=CC=CC=C1 (Z-Val-Gln-OH), peptide, N1[C@H](C(=O)NCC(=O)OC(C)(C)C)CCC1 (H-Pro-Gly-OtBu), N1([C@H](C(=O)NCC(=O)OC(C)(C)C)CCC1)C(=O)OCC1=CC=CC=C1 (Z-Pro-Gly-OtBu), N1[C@H](C(=O)NCC(=O)OC(C)(C)C)CCC1 (H-Pro-Gly-OtBu), [H][H] (hydrogen), dipeptide, N1=CC=CC=C1 (pyridine), C(=O)(C(C)(C)C)Cl (PivCl), [H][H] (hydrogen), peptide. Reagents/catalysts: [Pd] (Pd/C), [Pd] (Pd/C). Run in CC(=O)N(C)C (DMA), CCOC(=O)C (AcOEt), O (water), CCOC(=O)C (AcOEt), CCOC(=O)C (AcOEt). Reaction conditions: temperature 25 celsius. Product: N[C@@H](C(C)C)C(=O)N[C@@H](CCC(N)=O)C(=O)N1[C@H](C(=O)NCC(=O)OC(C)(C)C)CCC1 (H-Val-Gln-Pro-Gly-OtBu). Reaction SMILES: [N:1]1([C:17]([O:19]CC2C=CC=CC=2)=O)[CH2:16][CH2:15][CH2:14][C@H:2]1[C:3]([NH:5][CH2:6][C:7]([O:9][C:10]([CH3:13])([CH3:12])[CH3:11])=[O:8])=[O:4].[H][H].N1CCC[C@H]1C(NCC(OC(C)(C)C)=O)=O.[NH:45](C(OCC1C=CC=CC=1)=O)[C@H:46]([C:50]([NH:52][C@H:53](C(O)=O)[CH2:54][CH2:55][C:56](=[O:58])[NH2:57])=[O:51])[CH:47]([CH3:49])[CH3:48].N1C=CC=CC=1.C(Cl)(C(C)(C)C)=O>CCOC(C)=O.CC(N(C)C)=O.[Pd].O>[NH2:45][C@H:46]([C:50]([NH:52][C@H:53]([C:17]([N:1]1[CH2:16][CH2:15][CH2:14][C@H:2]1[C:3]([NH:5][CH2:6][C:7]([O:9][C:10]([CH3:11])([CH3:12])[CH3:13])=[O:8])=[O:4])=[O:19])[CH2:54][CH2:55][C:56](=[O:58])[NH2:57])=[O:51])[CH:47]([CH3:49])[CH3:48]. Procedure: Z-Pro-Gly-OtBu was dissolved in AcOEt at 25° C. and Pd/C (0.02 eq.) was added to the peptide solution. The solution was stirred at 25° C. followed by the introduction of hydrogen under pressure (0.3 bar). After the reaction was considered as complete by HPLC, the solution was filtered to remove the catalyst which was washed with AcOEt. The solution of H-Pro-Gly-OtBu (1.05 eq.) was cooled to −15° C. Z-Val-Gln-OH was dissolved in a mixture of DMA and AcOEt and the resulting solution was cooled to ... The reactants are N1(C=NC=C1)C1=CC=C(C=C1)O (4-imidazol-1-yl-phenol), CN(C(=O)Cl)C1=CC=CC=C1 (N-methyl-N-phenylcarbamoyl chloride), crude product. The product is N1(C=NC=C1)C1=CC=C(C=C1)OC(N(C1=CC=CC=C1)C)=O (Methyl-phenyl-carbamic acid 4-imidazol-1-yl-phenyl ester). As a reaction SMILES: [N:1]1([C:6]2[CH:11]=[CH:10][C:9]([OH:12])=[CH:8][CH:7]=2)[CH:5]=[CH:4][N:3]=[CH:2]1.[CH3:13][N:14]([C:18]1[CH:23]=[CH:22][CH:21]=[CH:20][CH:19]=1)[C:15](Cl)=[O:16]>>[N:1]1([C:6]2[CH:11]=[CH:10][C:9]([O:12][C:15](=[O:16])[N:14]([CH3:13])[C:18]3[CH:23]=[CH:22][CH:21]=[CH:20][CH:19]=3)=[CH:8][CH:7]=2)[CH:5]=[CH:4][N:3]=[CH:2]1. Procedure details: The title compound was prepared from 4-imidazol-1-yl-phenol and N-methyl-N-phenylcarbamoyl chloride. The crude product was subjected to preparative HPLC (4%, clear oil). HPLC-MS m/z=294.1 (M+1), Rt: 2.25 min.